Task: describe an organic reaction: reactants, conditions, products, and yield. Dataset: the Open Reaction Database (ORD), a public repository of structured organic reaction records Reactants: N(=O)[O-].[Na+] (Sodium nitrite), ClC1=CC2=C(N=C(CC(N2C2=CC=CC=C2)=O)NC)C=C1 (7-chloro-3,5-dihydro-2-methylamino-5-phenyl-4H-1,5-benzodiazepin-4-one), O (water). Run in C(C)(=O)O (acetic acid). Conditions: time 1 hour. Product: ClC1=CC2=C(N=C(CC(N2C2=CC=CC=C2)=O)NCN=O)C=C1 (7-Chloro-3,5-dihydro-2-(N-nitrosomethylamino)-5-phenyl-4H-1,5-benzodiazepin-4-one). As a reaction SMILES: [N:1]([O-:3])=O.[Na+].[Cl:5][C:6]1[CH:25]=[CH:24][C:9]2[N:10]=[C:11]([NH:22][CH3:23])[CH2:12][C:13](=[O:21])[N:14]([C:15]3[CH:20]=[CH:19][CH:18]=[CH:17][CH:16]=3)[C:8]=2[CH:7]=1.O>C(O)(=O)C>[Cl:5][C:6]1[CH:25]=[CH:24][C:9]2[N:10]=[C:11]([NH:22][CH2:23][N:1]=[O:3])[CH2:12][C:13](=[O:21])[N:14]([C:15]3[CH:20]=[CH:19][CH:18]=[CH:17][CH:16]=3)[C:8]=2[CH:7]=1 |f:0.1|. Procedure details: Sodium nitrite, 21.26 g (0.308 m) was added over a period of 20 min to a stirred solution of 71 g (0.237 m) of 7-chloro-3,5-dihydro-2-methylamino-5-phenyl-4H-1,5-benzodiazepin-4-one in 500 ml of acetic acid. Following the addition, the mixture was stirred for 1 hr at room temperature and was then diluted with 1.5 l. of water. The precipitated product was collected, washed with water and dissolved in methylene chloride. The solution was washed with saturated sodium bicarbonate solution, dried ove... Reaction SMILES: [CH2:20]([Cl:21])[Cl:22].[Cl:19].[Cl:1][c:2]1[cH:3][cH:4][c:5]([CH2:6][O:7][c:8]2[c:9]([CH:10]=[N:11][OH:12])[cH:13][cH:14][cH:15][cH:16]2)[cH:17][cH:18]1>>[Cl:1][c:2]1[cH:3][cH:4][c:5]([CH2:6][O:7][c:8]2[c:9]([C:10](=[N:11][OH:12])[Cl:21])[cH:13][cH:14][cH:15][cH:16]2)[cH:17][cH:18]1. Starting materials: ClCCl, Cl, ON=Cc1ccccc1OCc1ccc(Cl)cc1. Product: ON=C(Cl)c1ccccc1OCc1ccc(Cl)cc1. Reactants: CCOC(=O)C(=Cc1ccc(OCCc2nc(-c3ccccc3)oc2C)cc1C)OCC, C1CCOC1, CO, O. Yields the product CCOC(=Cc1ccc(OCCc2nc(-c3ccccc3)oc2C)cc1C)C(=O)O. RXN SMILES: [CH2:1]([CH3:2])[O:3][C:4]([C:5](=[CH:6][c:7]1[c:8]([CH3:28])[cH:9][c:10]([O:13][CH2:14][CH2:15][c:16]2[n:17][c:18](-[c:22]3[cH:23][cH:24][cH:25][cH:26][cH:27]3)[o:19][c:20]2[CH3:21])[cH:11][cH:12]1)[O:29][CH2:30][CH3:31])=[O:32].[CH2:33]1[O:34][CH2:35][CH2:36][CH2:37]1.[CH3:38][OH:39].[OH2:40]>>[O:3]=[C:4]([C:5](=[CH:6][c:7]1[c:8]([CH3:28])[cH:9][c:10]([O:13][CH2:14][CH2:15][c:16]2[n:17][c:18](-[c:22]3[cH:23][cH:24][cH:25][cH:26][cH:27]3)[o:19][c:20]2[CH3:21])[cH:11][cH:12]1)[O:29][CH2:30][CH3:31])[OH:32]. Reactants: [OH-].[Na+] (sodium hydroxide), C(#N)C=1C(=CC(=C(C(=O)OC)C1)OC)OC (methyl 5-cyano-2,4-dimethoxybenzoate), Cl (hydrochloric acid). The solvent is O (water), C(C)#N (acetonitrile). Run at time 6 hour. Yields the product C(#N)C=1C(=CC(=C(C(=O)O)C1)OC)OC (5-cyano-2,4-dimethoxybenzoic acid). Reaction SMILES: [C:1]([C:3]1[C:4]([O:15][CH3:16])=[CH:5][C:6]([O:13][CH3:14])=[C:7]([CH:12]=1)[C:8]([O:10]C)=[O:9])#[N:2].[OH-].[Na+].Cl>C(#N)C.O>[C:1]([C:3]1[C:4]([O:15][CH3:16])=[CH:5][C:6]([O:13][CH3:14])=[C:7]([CH:12]=1)[C:8]([OH:10])=[O:9])#[N:2] |f:1.2|. Reported procedure: A 0.80 g portion of methyl 5-cyano-2,4-dimethoxybenzoate was dissolved in 8 ml of acetonitrile and 5 ml of water, and 7 ml of 2N sodium hydroxide aqueous solution was added, followed by stirring at room temperature for 6 hours. After completion of the reaction, the reaction solution was poured into 2N hydrochloric acid aqueous solution, extracted with chloroform and dried over anhydrous sodium sulfate. The solvent was evaporated under a reduced pressure to give 0.65 g of 5-cyano-2,4-dimethoxyben...